Dataset: the Open Reaction Database (ORD), a public repository of structured organic reaction records. Task: describe an organic reaction: reactants, conditions, products, and yield Starting materials: dilithio, dilithio, C(CCC)[Li] (n-butyllithium), CN(CCN(C)C)C (tetramethylethylenediamine), C(C1=CC=CC=C1)NC1=CC=C(C=C1)C (N-benzyl-4-toluidine), C1(=CC=CC=C1)P(=O)(Cl)Cl (phenylphosphonic dichloride). Run in C1CCCCC1 (cyclohexane), C1CCCCC1 (cyclohexane), CCCCCC (hexane), C1CCCCC1 (cyclohexane). Reaction conditions: temperature 26 celsius, time 4 hour. The product is C1(=CC=CC=C1)P1(N(CC2=C1C=CC=C2)C2=CC=C(C=C2)C)=O (1-phenyl-2-(4-methylphenyl)-2,3-dihydro-1H-2,1-benzazaphosphole-1-oxide). Yield: 19.8%. As a reaction SMILES: C([Li])CCC.CN(C)CCN(C)C.[CH2:14]([NH:21][C:22]1[CH:27]=[CH:26][C:25]([CH3:28])=[CH:24][CH:23]=1)[C:15]1[CH:20]=[CH:19][CH:18]=[CH:17][CH:16]=1.[C:29]1([P:35](Cl)(Cl)=[O:36])[CH:34]=[CH:33][CH:32]=[CH:31][CH:30]=1>CCCCCC.C1CCCCC1>[C:29]1([P:35]2(=[O:36])[C:20]3[CH:19]=[CH:18][CH:17]=[CH:16][C:15]=3[CH2:14][N:21]2[C:22]2[CH:23]=[CH:24][C:25]([CH3:28])=[CH:26][CH:27]=2)[CH:34]=[CH:33][CH:32]=[CH:31][CH:30]=1. Procedure details: Under a static nitrogen atmosphere at 0° C., a solution of n-butyllithium (3.9 g, 0.061 mol) in hexane was added to a solution of tetramethylethylenediamine (1.8 g, 0.0155 mol) in 30 ml. of anhydrous cyclohexane with constant stirring. While maintaining the temperature of the reaction at 0° C., a solution of N-benzyl-4-toluidine (5.9 g, 0.03 mol) in 30 ml. of anhydrous cyclohexane was added to the reaction mixture to produce a suspension containing a dilithio compound. The suspension containing ... The reactants are COc1cccc2c1Oc1ccccc1C2, COc1cccc2c1Oc1ccccc1C2C(=O)O, Cc1ccccc1, CC(C)[N-]C(C)C, O=C(Cl)C(=O)Cl, [Li+], O=C=O, C1CCOC1, CN(C)C=O. Yields the product COc1cccc2c1Oc1ccccc1C2C(=O)Cl. Reaction SMILES: [CH3:1][O:2][c:3]1[cH:4][cH:5][cH:6][c:7]2[c:16]1[O:15][c:14]1[c:9]([cH:10][cH:11][cH:12][cH:13]1)[CH2:8]2.[CH3:28][O:29][c:30]1[c:31]2[c:43]([cH:44][cH:45][cH:46]1)[CH:39]([C:40]([OH:41])=[O:42])[c:34]1[c:33]([cH:38][cH:37][cH:36][cH:35]1)[O:32]2.[CH3:58][c:59]1[cH:60][cH:61][cH:62][cH:63][cH:64]1.[CH:17]([N-:18][CH:19]([CH3:20])[CH3:21])([CH3:22])[CH3:23].[Cl:47][C:48](=[O:49])[C:50]([Cl:51])=[O:52].[Li+:24].[O:25]=[C:26]=[O:27].[O:53]1[CH2:54][CH2:55][CH2:56][CH2:57]1.[O:65]=[CH:66][N:67]([CH3:68])[CH3:69]>>[CH3:1][O:2][c:3]1[cH:4][cH:5][cH:6][c:7]2[c:16]1[O:15][c:14]1[c:9]([cH:10][cH:11][cH:12][cH:13]1)[CH:8]2[C:48]([Cl:47])=[O:49]. Yields the product Fc1ccc(CBr)cc1Br. As a reaction SMILES: [Br:10][N:11]1[C:12](=[O:13])[CH2:14][CH2:15][C:16]1=[O:17].[Br:1][c:2]1[cH:3][c:4]([CH3:9])[cH:5][cH:6][c:7]1[F:8].[C:18]([O:19][O:20][C:21](=[O:22])[c:23]1[cH:24][cH:25][cH:26][cH:27][cH:28]1)(=[O:29])[c:30]1[cH:31][cH:32][cH:33][cH:34][cH:35]1.[C:36]([Cl:37])([Cl:38])([Cl:39])[Cl:40]>>[Br:1][c:2]1[cH:3][c:4]([CH2:9][Br:10])[cH:5][cH:6][c:7]1[F:8]. Starting materials: O=C1CCC(=O)N1Br, Cc1ccc(F)c(Br)c1, O=C(OOC(=O)c1ccccc1)c1ccccc1, ClC(Cl)(Cl)Cl. Starting materials: CC(Br)C(=O)O, C=C(C)C, ClCCl, C1COCCO1, O=S(=O)(O)O. RXN SMILES: [Br:11][CH:12]([C:13](=[O:14])[OH:15])[CH3:16].[CH3:1][C:2]([CH3:3])=[CH2:4].[Cl:22][CH2:23][Cl:24].[O:5]1[CH2:6][CH2:7][O:8][CH2:9][CH2:10]1.[S:17](=[O:18])(=[O:19])([OH:20])[OH:21]>>[CH3:1][C:2]([CH3:3])([CH3:4])[O:15][C:13]([CH:12]([Br:11])[CH3:16])=[O:14]. Product: CC(Br)C(=O)OC(C)(C)C. Reactants: F\C(=C/CO)\S(=O)CCCCCC ((E)-3-fluoro-3-hexylsulfinyl-2-propenol), N1=CC=CC=C1 (pyridine), C(=O)OC(C)=O (acetic-formic anhydride). Run in O (water). The product is C(=O)OC\C=C(\S(=O)CCCCCC)/F ((E)-3-fluoro-3-hexylsulfinyl-2-propenyl formate). Reaction SMILES: [F:1]/[C:2](/[S:6]([CH2:8][CH2:9][CH2:10][CH2:11][CH2:12][CH3:13])=[O:7])=[CH:3]\[CH2:4][OH:5].N1C=CC=CC=1.[CH:20](OC(=O)C)=[O:21]>O>[CH:20]([O:5][CH2:4]/[CH:3]=[C:2](\[F:1])/[S:6]([CH2:8][CH2:9][CH2:10][CH2:11][CH2:12][CH3:13])=[O:7])=[O:21]. Reported procedure: To a mixture of (E)-3-fluoro-3-hexylsulfinyl-2-propenol (0.21 g, 1.0 mmol) and 2 ml of pyridine cooled to -30° is added through syringe acetic-formic anhydride (0.4 ml). The mixture is allowed to warm to 10° over a period of 1 hour. It is then diluted with water, extracted with hexane, washed with aqueous 2N H2S04, then water, then aqueous NaHCO3, finally brine and is dried. The product is purified by prep. TLC to give (E)-3-fluoro-3-hexylsulfinyl-2-propenyl formate (cpd. 3, Table A). The reactants are O1CCC(C2=C1C=CC=C2)CCN2CCC(CC2)N (1-[2-(3,4-dihydro-2H-1-benzopyran-4-yl)ethyl]-4-aminopiperidine), C1(=CC=CC=C1)/C=C/C(=O)O (3-phenyl-2E-propenoic acid), C(C(C)C)OC(=O)Cl (isobutylchloroformate). The product is O1CCC(C2=C1C=CC=C2)CCN2CCC(CC2)NC(\C=C\C2=CC=CC=C2)=O (N-[1-[2-(3,4-dihydro-2H-1-benzopyran-4-yl)ethyl]-4-piperidinyl]-3-phenyl-2E-propenamide). The yield is 61.0%. RXN SMILES: [O:1]1[C:6]2[CH:7]=[CH:8][CH:9]=[CH:10][C:5]=2[CH:4]([CH2:11][CH2:12][N:13]2[CH2:18][CH2:17][CH:16]([NH2:19])[CH2:15][CH2:14]2)[CH2:3][CH2:2]1.[C:20]1(/[CH:26]=[CH:27]/[C:28](O)=[O:29])[CH:25]=[CH:24][CH:23]=[CH:22][CH:21]=1.C(OC(Cl)=O)C(C)C>>[O:1]1[C:6]2[CH:7]=[CH:8][CH:9]=[CH:10][C:5]=2[CH:4]([CH2:11][CH2:12][N:13]2[CH2:18][CH2:17][CH:16]([NH:19][C:28](=[O:29])/[CH:27]=[CH:26]/[C:20]3[CH:25]=[CH:24][CH:23]=[CH:22][CH:21]=3)[CH2:15][CH2:14]2)[CH2:3][CH2:2]1. Reported procedure: N-[1-[2-(3,4-dihydro-2H-1-benzopyran-4-yl)ethyl]-4-aminopiperidine was coupled to 3-phenyl-2E-propenoic acid utilizing the isobutylchloroformate protocol described in Example 6. This afforded the title compound; (61% yield) m.p. 168°-70°, Anal: C25H30N2O2 0.3 H2O, Calc. C, 75.84; H, 7.79; N, 7.08; Found, C, 75.90; H, 7.94; N, 7.32. The reactants are COC1=CC=C2CCC=C(C2=C1)C(=O)OC (7-Methoxy-3,4-dihydronaphthalen-1-yl-carboxylic Acid, Methyl Ester), O[Li].O (LiOH.H2O). Yields the product COC1=CC=C2CCC=C(C2=C1)C(=O)O (7-Methoxy-3,4-dihydronaphthalen-1-yl-carboxylic Acid). RXN SMILES: [CH3:1][O:2][C:3]1[CH:12]=[C:11]2[C:6]([CH2:7][CH2:8][CH:9]=[C:10]2[C:13]([O:15]C)=[O:14])=[CH:5][CH:4]=1.O[Li].O>>[CH3:1][O:2][C:3]1[CH:12]=[C:11]2[C:6]([CH2:7][CH2:8][CH:9]=[C:10]2[C:13]([OH:15])=[O:14])=[CH:5][CH:4]=1 |f:1.2|. Procedure details: The sub-title compound was prepared according to the method described in Example 1(ii) above from 7-methoxy-3,4-dihydronaphthalen-1-yl-carboxylic acid, methyl ester (0.39 g; 1.79 mmol; from step (i) above) and LiOH.H2O (0.15 g; 3.57 mmol). Yield 148 mg (40%).